This data is from the Open Reaction Database (ORD), a public repository of structured organic reaction records. The task is: describe an organic reaction: reactants, conditions, products, and yield Reactants: CC(C(Cc1ccc(Cl)cc1)c1ccc(Br)cc1)N1C(=O)c2ccccc2C1=O, CCCC[Sn](CCCC)(CCCC)c1ccsc1, Cc1ccccc1, [F-], [K+], c1ccc(P(c2ccccc2)(c2ccccc2)[Pd](P(c2ccccc2)(c2ccccc2)c2ccccc2)(P(c2ccccc2)(c2ccccc2)c2ccccc2)P(c2ccccc2)(c2ccccc2)c2ccccc2)cc1. The product is CC(C(Cc1ccc(Cl)cc1)c1ccc(-c2ccsc2)cc1)N1C(=O)c2ccccc2C1=O. Reaction SMILES: [Br:1][c:2]1[cH:3][cH:4][c:5]([CH:8]([CH:9]([CH3:10])[N:11]2[C:12](=[O:21])[c:13]3[c:14]([cH:17][cH:18][cH:19][cH:20]3)[C:15]2=[O:16])[CH2:22][c:23]2[cH:24][cH:25][c:26]([Cl:29])[cH:27][cH:28]2)[cH:6][cH:7]1.[CH2:30]([Sn:31]([CH2:32][CH2:33][CH2:34][CH3:40])([c:35]1[cH:36][s:37][cH:38][cH:39]1)[CH2:41][CH2:42][CH2:43][CH3:44])[CH2:45][CH2:46][CH3:47].[CH3:50][c:51]1[cH:52][cH:53][cH:54][cH:55][cH:56]1.[F-:48].[K+:49].[cH:57]1[cH:58][cH:59][c:60]([P:61]([Pd:62]([P:63]([c:64]2[cH:65][cH:66][cH:67][cH:68][cH:69]2)([c:70]2[cH:71][cH:72][cH:73][cH:74][cH:75]2)[c:76]2[cH:77][cH:78][cH:79][cH:80][cH:81]2)([P:82]([c:83]2[cH:84][cH:85][cH:86][cH:87][cH:88]2)([c:89]2[cH:90][cH:91][cH:92][cH:93][cH:94]2)[c:95]2[cH:96][cH:97][cH:98][cH:99][cH:100]2)[P:101]([c:102]2[cH:103][cH:104][cH:105][cH:106][cH:107]2)([c:108]2[cH:109][cH:110][cH:111][cH:112][cH:113]2)[c:114]2[cH:115][cH:116][cH:117][cH:118][cH:119]2)([c:120]2[cH:121][cH:122][cH:123][cH:124][cH:125]2)[c:126]2[cH:127][cH:128][cH:129][cH:130][cH:131]2)[cH:132][cH:133]1>>[c:2]1(-[c:35]2[cH:36][s:37][cH:38][cH:39]2)[cH:3][cH:4][c:5]([CH:8]([CH:9]([CH3:10])[N:11]2[C:12](=[O:21])[c:13]3[c:14]([cH:17][cH:18][cH:19][cH:20]3)[C:15]2=[O:16])[CH2:22][c:23]2[cH:24][cH:25][c:26]([Cl:29])[cH:27][cH:28]2)[cH:6][cH:7]1. Reactants: COc1ccc(-c2nc(N)sc2Cc2ccccc2)cc1, CC(C)CCON=O, CC#N, [Cl-], O. The product is COc1ccc(-c2nc(Cl)sc2Cc2ccccc2)cc1. RXN SMILES: [CH2:1]([c:2]1[cH:3][cH:4][cH:5][cH:6][cH:7]1)[c:8]1[c:9](-[c:14]2[cH:15][cH:16][c:17]([O:20][CH3:21])[cH:18][cH:19]2)[n:10][c:11]([NH2:13])[s:12]1.[CH3:24][CH:25]([CH2:26][CH2:27][O:28][N:29]=[O:30])[CH3:31].[CH3:32][C:33]#[N:34].[Cl-:23].[OH2:22]>>[CH2:1]([c:2]1[cH:3][cH:4][cH:5][cH:6][cH:7]1)[c:8]1[c:9](-[c:14]2[cH:15][cH:16][c:17]([O:20][CH3:21])[cH:18][cH:19]2)[n:10][c:11]([Cl:23])[s:12]1. The reactants are C(C)(=O)OCC (ethyl acetate), Cl.CN(CCCN=C=NCC)C (1-(3-Dimethylaminopropyl)-3-ethylcarbodiimide hydrochloride), COC(=O)N[C@H](C(=O)N1[C@@H](CCC1)C(=O)NC(C(C)C)C(C(F)(F)F)O)C(C)C ((S)-1-[(S)-2-(methoxycarbonylamino)-3-methylbutyryl]-N-[2-methyl-1-(2,2,2-trifluoro-1-hydroxyethyl)propyl]pyrrolidine-2-carboxamide), ClC(C(=O)O)Cl (dichloroacetic acid). Solvent: C1(=CC=CC=C1)C (toluene), CS(=O)C (dimethylsulphoxide). Run at temperature 20 celsius, time 2 hour. Yields the product COC(=O)N[C@H](C(=O)N1[C@@H](CCC1)C(=O)NC(C(C)C)C(C(F)(F)F)=O)C(C)C ((S)-1-[(S)-2-(methoxycarbonylamino)-3-methylbutyryl]-N-[2-methyl-1-(2,2,2-trifluoroacetyl)propyl]pyrrolidine-2-carboxamide). Yield: 66.2%. Reaction SMILES: Cl.CN(C)CCCN=C=NCC.[CH3:13][O:14][C:15]([NH:17][C@@H:18]([CH:39]([CH3:41])[CH3:40])[C:19]([N:21]1[CH2:25][CH2:24][CH2:23][C@H:22]1[C:26]([NH:28][CH:29]([CH:33]([OH:38])[C:34]([F:37])([F:36])[F:35])[CH:30]([CH3:32])[CH3:31])=[O:27])=[O:20])=[O:16].ClC(Cl)C(O)=O.C(OCC)(=O)C>CS(C)=O.C1(C)C=CC=CC=1>[CH3:13][O:14][C:15]([NH:17][C@@H:18]([CH:39]([CH3:41])[CH3:40])[C:19]([N:21]1[CH2:25][CH2:24][CH2:23][C@H:22]1[C:26]([NH:28][CH:29]([C:33](=[O:38])[C:34]([F:37])([F:36])[F:35])[CH:30]([CH3:32])[CH3:31])=[O:27])=[O:20])=[O:16] |f:0.1|. Reported procedure: 1-(3-Dimethylaminopropyl)-3-ethylcarbodiimide hydrochloride (1.84 g) was added to a solution of (S)-1-[(S)-2-(methoxycarbonylamino)-3-methylbutyryl]-N-[2-methyl-1-(2,2,2-trifluoro-1-hydroxyethyl)propyl]pyrrolidine-2-carboxamide (0.41 g) dissolved in dimethylsulphoxide (DMSO; 5 ml) and toluene (5 ml), followed by dropwise addition of dichloroacetic acid (0.32 ml). The resulting solution was allowed to stir at 20° C. for 2 hours. The solution was then poured into ethyl acetate (200 ml) and washed ... Procedure: Prepared according to the procedure described in Example 67, Step 1, using 5-(4-bromo-phenyl)-3-methyl-isoxazole-4-carbaldehyde and methylamine. Product: BrC1=CC=C(C=C1)C1=C(C(=NO1)C)CNC ([5-(4-Bromo-phenyl)-3-methyl-isoxazol-4-ylmethyl]-methyl-amine). RXN SMILES: [Br:1][C:2]1[CH:7]=[CH:6][C:5]([C:8]2[O:12][N:11]=[C:10]([CH3:13])[C:9]=2[CH:14]=O)=[CH:4][CH:3]=1.[CH3:16][NH2:17]>>[Br:1][C:2]1[CH:7]=[CH:6][C:5]([C:8]2[O:12][N:11]=[C:10]([CH3:13])[C:9]=2[CH2:14][NH:17][CH3:16])=[CH:4][CH:3]=1. The reactants are BrC1=CC=C(C=C1)C1=C(C(=NO1)C)C=O (5-(4-bromo-phenyl)-3-methyl-isoxazole-4-carbaldehyde), CN (methylamine). Reactants: CCc1ccc(OB([O-])[O-])cc1, CN1CCC(C(=O)Nc2ccc(CN(C)C3CCOCC3)cc2)=Cc2cc(Br)ccc21, O=C([O-])[O-], CCO, CCOC(C)=O, [K+], [K+], O, Cc1ccccc1. Yields the product CCc1ccc(-c2ccc3c(c2)C=C(C(=O)Nc2ccc(CN(C)C4CCOCC4)cc2)CCN3C)cc1. As a reaction SMILES: [B:1]([O-:2])([O-:11])[O:12][c:3]1[cH:4][cH:5][c:6]([CH2:9][CH3:10])[cH:7][cH:8]1.[Br:13][c:14]1[cH:15][cH:16][c:17]2[c:18]([cH:43]1)[CH:19]=[C:20]([C:25](=[O:26])[NH:27][c:28]1[cH:29][cH:30][c:31]([CH2:34][N:35]([CH:36]3[CH2:37][CH2:38][O:39][CH2:40][CH2:41]3)[CH3:42])[cH:32][cH:33]1)[CH2:21][CH2:22][N:23]2[CH3:24].[C:44](=[O:45])([O-:46])[O-:47].[CH2:57]([OH:58])[CH3:59].[CH3:61][CH2:62][O:63][C:64](=[O:65])[CH3:66].[K+:48].[K+:49].[OH2:60].[c:50]1([CH3:51])[cH:52][cH:53][cH:54][cH:55][cH:56]1>>[c:3]1(-[c:14]2[cH:15][cH:16][c:17]3[c:18]([cH:43]2)[CH:19]=[C:20]([C:25](=[O:26])[NH:27][c:28]2[cH:29][cH:30][c:31]([CH2:34][N:35]([CH:36]4[CH2:37][CH2:38][O:39][CH2:40][CH2:41]4)[CH3:42])[cH:32][cH:33]2)[CH2:21][CH2:22][N:23]3[CH3:24])[cH:4][cH:5][c:6]([CH2:9][CH3:10])[cH:7][cH:8]1.